This data is from the Open Reaction Database (ORD), a public repository of structured organic reaction records. The task is: describe an organic reaction: reactants, conditions, products, and yield Starting materials: CN1CCOCC1 (N-methylmorpholine), C(C)(=O)SCC(C(=O)O)CSCC1=CC=CC=C1 (3-acetylsulfanyl-2-benzylsulfanylmethyl-propionic acid), C1=CC=C2C(=C1)N=NN2O.O (HOBt hydrate), Cl.NCC#N (aminoacetonitrile hydrochloride). Run in C(C)(=O)OCC (ethyl acetate), C(Cl)Cl (methylene chloride), C(CCl)Cl (EDC). Run at time 80 minute. The product is C(C1=CC=CC=C1)SCC(CSC(C)=O)C(NCC#N)=O (thioacetic acid S-[3-benzylsulfanyl-2-(cyanomethyl-carbamoyl)-propyl] ester). Isolated yield 96.1%. Reaction SMILES: [C:1]([S:4][CH2:5][CH:6]([CH2:10][S:11][CH2:12][C:13]1[CH:18]=[CH:17][CH:16]=[CH:15][CH:14]=1)[C:7]([OH:9])=O)(=[O:3])[CH3:2].C1C=[C:23]2[N:25]=N[N:27](O)[C:22]2=CC=1.O.Cl.NCC#N.CN1CCOCC1>C(OCC)(=O)C.C(Cl)Cl.C(Cl)CCl>[CH2:12]([S:11][CH2:10][CH:6]([C:7](=[O:9])[NH:27][CH2:22][C:23]#[N:25])[CH2:5][S:4][C:1](=[O:3])[CH3:2])[C:13]1[CH:18]=[CH:17][CH:16]=[CH:15][CH:14]=1 |f:1.2,3.4|. Procedure: A mixture of 3-acetylsulfanyl-2-benzylsulfanylmethyl-propionic acid (0.200 g), prepared as in Reference 10, HOBt hydrate (0.13 g), aminoacetonitrile hydrochloride (0.15 g) and EDC (0.26 g) was treated with methylene chloride (6 mL) and N-methylmorpholine (0.35 mL). After stirring for 80 minutes at room temperature, the reaction mixture was diluted with ethyl acetate (50 mL) and washed sequentially with water, aqueous sodium bicarbonate and saturated aqueous sodium chloride. The solution was drie... Reactants: [C-]1(C=CC=C1)C(=O)CCCCC(=O)Cl.[CH-]1C=CC=C1.[Fe+2] (Ferrocenoylvaleryl chloride), C(Cl)Cl (methylene chloride), [Cl-].[Al+3].[Cl-].[Cl-] (Aluminum chloride). Solvent: C1=CC=CC=C1 (benzene). Reaction conditions: time 30 minute. Yields the product C(C1=CC=CC=C1)(=O)C1=C(CCC1)[C-]1C=CC=C1.[CH-]1C=CC=C1.[Fe+2] (1-Benzoyl-2-ferrocenylcyclopentene). The yield is 9.0%. Reaction SMILES: [C-:1]1([C:6]([CH2:8][CH2:9][CH2:10][CH2:11][C:12](Cl)=[O:13])=O)[CH:5]=[CH:4][CH:3]=[CH:2]1.[CH-:15]1[CH:19]=[CH:18][CH:17]=[CH:16]1.[Fe+2:20].[Cl-].[Al+3].[Cl-].[Cl-].[CH2:25](Cl)Cl>C1C=CC=CC=1>[C:12]([C:11]1[CH2:10][CH2:9][CH2:8][C:6]=1[C-:1]1[CH:5]=[CH:4][CH:3]=[CH:2]1)(=[O:13])[C:16]1[CH:17]=[CH:18][CH:19]=[CH:15][CH:25]=1.[CH-:1]1[CH:5]=[CH:4][CH:3]=[CH:2]1.[Fe+2:20] |f:0.1.2,3.4.5.6,9.10.11|. Reported procedure: Ferrocenoylvaleryl chloride (prepared as above and assumed to be 0.01 mole) was diluted with methylene chloride (10 mls.) and benzene (20 mls.) and the solution was cooled to 0°-5°. Aluminum chloride (2.6g; 0.02 mole) was then added with stirring over 30 minutes. After further stirring at room temperature for 2 hours, ice was added to the reaction mixture. The organic layer was then separated and washed successively with water, aqueous sodium bicarbonate solution, and water, before being dried o... The reactants are COCNCC[C@@H](O)C1=CC=CC=C1 ((R)-3-methoxymethylamino-1-phenyl-1-propanol). The reagents and catalysts are [Ni] (Raney-nickel). The solvent is CO (methanol). Conditions: time 12 hour. Product: CNCC[C@@H](O)C1=CC=CC=C1 ((R)-3-methylamino-1-phenyl-1-propanol). As a reaction SMILES: CO[CH2:3][NH:4][CH2:5][CH2:6][C@H:7]([C:9]1[CH:14]=[CH:13][CH:12]=[CH:11][CH:10]=1)[OH:8]>CO.[Ni]>[CH3:3][NH:4][CH2:5][CH2:6][C@H:7]([C:9]1[CH:14]=[CH:13][CH:12]=[CH:11][CH:10]=1)[OH:8]. Procedure details: The oily product of (R)-3-methoxymethylamino-1-phenyl-1-propanol obtained in example 2 was dissolved in 100 mL of methanol again with 1.2 g of Raney-nickel in a glass autoclave. The resulting solution was hydrogenated at 50° C. for 12 hours. Upon completion of hydrogenation, the reaction mixture was filtered and the solvent was removed under reduced pressure to obtain an objective compound as an oily compound (39.0 g, 96.5% by HPLC assay, 99% ee). The crude product was further purified by re-cry... The reactants are Cl.N12C[C@@H](C(CC1)CC2)NC(=O)C=2SC1=C(C2)C=CC(=C1)Br (N-[(3R)-1-Azabicyclo[2.2.2]oct-3-yl]-6-bromo-1-benzothiophene-2-carboxamide hydrochloride), C(C#C)O (propargyl alcohol). Reagents/catalysts: Cl[Pd]([P](C1=CC=CC=C1)(C2=CC=CC=C2)C3=CC=CC=C3)([P](C4=CC=CC=C4)(C5=CC=CC=C5)C6=CC=CC=C6)Cl (PdCl2(PPh3)2), [Cu]I (copper(I) iodide). Run in C(C)N(CC)CC.CN(C)C=O (triethylamine DMF). Reaction conditions: temperature 60 celsius, time 1 hour. The product is N12C[C@@H](C(CC1)CC2)NC(=O)C=2SC1=C(C2)C=CC(=C1)C#CCO (N-[(3R)-1-Azabicyclo[2.2.2]oct-3-yl]-6-(3-hydroxy-1-propynyl)-1-benzothiophene-2-carboxamide). As a reaction SMILES: Cl.[N:2]12[CH2:9][CH2:8][CH:5]([CH2:6][CH2:7]1)[C@@H:4]([NH:10][C:11]([C:13]1[S:14][C:15]3[CH:21]=[C:20](Br)[CH:19]=[CH:18][C:16]=3[CH:17]=1)=[O:12])[CH2:3]2.[CH2:23]([OH:26])[C:24]#[CH:25]>C(N(CC)CC)C.CN(C=O)C.Cl[Pd](Cl)([P](C1C=CC=CC=1)(C1C=CC=CC=1)C1C=CC=CC=1)[P](C1C=CC=CC=1)(C1C=CC=CC=1)C1C=CC=CC=1.[Cu]I>[N:2]12[CH2:9][CH2:8][CH:5]([CH2:6][CH2:7]1)[C@@H:4]([NH:10][C:11]([C:13]1[S:14][C:15]3[CH:21]=[C:20]([C:25]#[C:24][CH2:23][OH:26])[CH:19]=[CH:18][C:16]=3[CH:17]=1)=[O:12])[CH2:3]2 |f:0.1,3.4,^1:41,60|. Procedure details: 120 mg (0.30 mmol) of N-[(3R)-1-azabicyclo[2.2.2]oct-3-yl]-6-bromo-1-benzothiophene-2-carboxamide hydrochloride (Example 11A), 10.5 mg (0.01 mmol) of PdCl2(PPh3)2 and 4.6 mg (0.02 mmol) of copper(I) iodide are dissolved in 1.5 ml of triethylamine/DMF (2:1) under argon and stirred at 60° C. for 1 h. Addition of 25.1 mg (0.45 mmol) of propargyl alcohol is followed by heating at 70° C. for a further 16 h. Cooling is followed by filtration through kieselguhr and purification by preparative HPLC, con... Run at time 16 hour. Solvent: C(=O)(C)C#N (AcCN). As a reaction SMILES: N#N.[Br:3][C:4]1[S:5][C:6]([CH:9]([OH:11])[CH3:10])=[CH:7][N:8]=1>C(C#N)(C)=O.O=[Mn]=O>[Br:3][C:4]1[S:5][C:6]([C:9](=[O:11])[CH3:10])=[CH:7][N:8]=1. Reagents/catalysts: O=[Mn]=O (MnO2). Starting materials: BrC=1SC(=CN1)C(C)O (1-(2-bromo-thiazol-5-yl)-ethanol), N#N (N2). Procedure: In a flame dried round-bottomed flask equipped with a magnetic stir bar and under inert atmosphere (N2), a solution of 1-(2-bromo-thiazol-5-yl)-ethanol (1.95 g, 9.37 mmol) in AcCN (90.0 mL) was treated at rt with MnO2 (4.53 g, 46.86 mmol) and the reaction mixture was stirred for 16 h at rt before being filtered through Celite. The solvent was removed under reduced pressure to give the title compound as a yellow solid. LC-MS-conditions 02: tR=0.80 min. The product is BrC=1SC(=CN1)C(C)=O (1-(2-Bromo-thiazol-5-yl)-ethanone). Starting materials: BrC=1C=CC(=NC1)CC(=O)NC=1C=NC=C(C1)C(=O)C1=CN(C=2N=CN=CC21)C(C)C (2-(5-Bromo-pyridin-2-yl)-N-[5-(7-(propan-2-yl)-7H-pyrrolo[2,3-d]pyrimidine-5-carbonyl)-pyridin-3-yl]-acetamide), CN(C)C=O (DMF). The solvent is CCOC(=O)C (EtOAc). Run at temperature 100 celsius. Isolated yield 18.0%. Product: C(#N)C=1C=CC(=NC1)CC(=O)NC=1C=NC=C(C1)C(=O)C1=CN(C=2N=CN=CC21)C(C)C (2-(5-Cyanopyridin-2-yl)-N-{5-[(7-isopropyl-7H-pyrrolo[2,3-d]pyrimidin-5-yl)carbonyl]pyridin-3-yl}acetamide). Reaction SMILES: Br[C:2]1[CH:3]=[CH:4][C:5]([CH2:8][C:9]([NH:11][C:12]2[CH:13]=[N:14][CH:15]=[C:16]([C:18]([C:20]3[C:28]4[CH:27]=[N:26][CH:25]=[N:24][C:23]=4[N:22]([CH:29]([CH3:31])[CH3:30])[CH:21]=3)=[O:19])[CH:17]=2)=[O:10])=[N:6][CH:7]=1.[CH3:32][N:33](C=O)C>CCOC(C)=O.[C-]#N.[Zn+2].[C-]#N.C1C=CC(/C=C/C(/C=C/C2C=CC=CC=2)=O)=CC=1.C1C=CC(/C=C/C(/C=C/C2C=CC=CC=2)=O)=CC=1.C1C=CC(/C=C/C(/C=C/C2C=CC=CC=2)=O)=CC=1.[Pd].[Pd].C1(P(C2C=CC=CC=2)[C-]2C=CC=C2)C=CC=CC=1.[C-]1(P(C2C=CC=CC=2)C2C=CC=CC=2)C=CC=C1.[Fe+2]>[C:32]([C:2]1[CH:3]=[CH:4][C:5]([CH2:8][C:9]([NH:11][C:12]2[CH:13]=[N:14][CH:15]=[C:16]([C:18]([C:20]3[C:28]4[CH:27]=[N:26][CH:25]=[N:24][C:23]=4[N:22]([CH:29]([CH3:31])[CH3:30])[CH:21]=3)=[O:19])[CH:17]=2)=[O:10])=[N:6][CH:7]=1)#[N:33] |f:3.4.5,6.7.8.9.10,11.12.13|. Procedure: Zinc cyanide (28 mg, 0.23 mmol) was added to 2-(5-Bromo-pyridin-2-yl)-N-[5-(7-(propan-2-yl)-7H-pyrrolo[2,3-d]pyrimidine-5-carbonyl)-pyridin-3-yl]-acetamide (Example 317, 75 mg, 0.16 mmol) in DMF (2 mL) and the mixture was degassed with argon for 10 minutes. Then tris(dibenzylideneacetone)dipalladium (3 mg, 0.003 mmol) and 1,1′-bis(diphenylphosphino)ferrocene (7 mg, 0.012 mmol) were added and the mixture was heated at 100° C. for 40 mins under microwave irradiation. The mixture was diluted with E... The reagents and catalysts are C=1C=CC(=CC1)/C=C/C(=O)/C=C/C2=CC=CC=C2.C=1C=CC(=CC1)/C=C/C(=O)/C=C/C2=CC=CC=C2.C=1C=CC(=CC1)/C=C/C(=O)/C=C/C2=CC=CC=C2.[Pd].[Pd] (tris(dibenzylideneacetone)dipalladium), C1(=CC=CC=C1)P([C-]1C=CC=C1)C1=CC=CC=C1.[C-]1(C=CC=C1)P(C1=CC=CC=C1)C1=CC=CC=C1.[Fe+2] (1,1′-bis(diphenylphosphino)ferrocene), [C-]#N.[Zn+2].[C-]#N (Zinc cyanide). The reactants are ClC1=C(C(=CC=C1)Cl)C=1N(C=C(N1)C(C)(C)O)C1=CC=C(C=C1)C1=CC(=CC=C1)S(=O)(=O)C (2-[2-(2,6-Dichloro-phenyl)-1-(3′-methanesulfonyl-biphenyl-4-yl)-1H-imidazol-4-yl]-propan-2-ol), C1(=CC=CC=C1)C (toluene). Solvent: C(C)(=O)O (acetic acid). The product is ClC1=C(C(=CC=C1)Cl)C=1N(C=C(N1)C(=C)C)C1=CC=C(C=C1)C1=CC(=CC=C1)S(=O)(=O)C (2-(2,6-Dichloro-phenyl)-4-isopropenyl-1-(3′-methanesulfonyl-biphenyl-4-yl)-1H-imidazole). The yield is 78.0%. As a reaction SMILES: [Cl:1][C:2]1[CH:7]=[CH:6][CH:5]=[C:4]([Cl:8])[C:3]=1[C:9]1[N:10]([C:18]2[CH:23]=[CH:22][C:21]([C:24]3[CH:29]=[CH:28][CH:27]=[C:26]([S:30]([CH3:33])(=[O:32])=[O:31])[CH:25]=3)=[CH:20][CH:19]=2)[CH:11]=[C:12]([C:14](O)([CH3:16])[CH3:15])[N:13]=1.C1(C)C=CC=CC=1>C(O)(=O)C>[Cl:8][C:4]1[CH:5]=[CH:6][CH:7]=[C:2]([Cl:1])[C:3]=1[C:9]1[N:10]([C:18]2[CH:23]=[CH:22][C:21]([C:24]3[CH:29]=[CH:28][CH:27]=[C:26]([S:30]([CH3:33])(=[O:32])=[O:31])[CH:25]=3)=[CH:20][CH:19]=2)[CH:11]=[C:12]([C:14]([CH3:16])=[CH2:15])[N:13]=1. Procedure details: To a 25 mL round bottom flask attached with Vigreux column was added 2-[2-(2,6-Dichloro-phenyl)-1-(3′-methanesulfonyl-biphenyl-4-yl)-1H-imidazol-4-yl]-propan-2-ol (383 mg, 764 μmol), anhydrous toluene (8 mL) and acetic acid (3.5 mL). The reaction solution was allowed to stir at reflux for 1.5 hr. The cooled reaction solution was concentrated in vacuo, and the residue was taken into EtOAc (200 mL) and washed with aq NaHCO3 (100 mL×2) and aq. NaCl (100 mL). The organic phase was partitioned, dried... Reactants: FC(ON=C(C(=O)OC(C)(C)C)C(C)=O)F (tert-butyl 2-difluoromethoxyimino-3-oxobutyrate), S(=O)(=O)(Cl)Cl (sulfuryl chloride). The solvent is C(C)(=O)O (acetic acid). Product: FC(O\N=C(/C(=O)O)\C(C)=O)F ((Z)-2-difluoromethoxyimino-3-oxobutyric acid). Isolated yield 65.9%. Reaction SMILES: [F:1][CH:2]([F:16])[O:3][N:4]=[C:5]([C:13](=[O:15])[CH3:14])[C:6]([O:8]C(C)(C)C)=[O:7].S(Cl)(Cl)(=O)=O>C(O)(=O)C>[F:1][CH:2]([F:16])[O:3]/[N:4]=[C:5](/[C:13](=[O:15])[CH3:14])\[C:6]([OH:8])=[O:7]. Procedure details: To a solution of tert-butyl 2-difluoromethoxyimino-3-oxobutyrate (9.4 g) in acetic acid (9.4 ml) was added sulfuryl chloride (2.55 ml) under ice-cooling. After stirred at ambient temperature for an hour, the reaction mixture was concentrated under reduced pressure. The residual oil was dissolved in ethyl acetate. The ethyl acetate solution was washed with water, dried over magnesium sulfate, and evaporated in vacuo. The residue was crystallized with diisopropyl ether to give (Z)-2-difluoromethox...